This data is from the Open Reaction Database (ORD), a public repository of structured organic reaction records. The task is: describe an organic reaction: reactants, conditions, products, and yield Reactants: CO, ClCCl, O=C(O)C(F)(F)F, CC(C)(C)OC(=O)N1C2CCC1CN(c1ccc3nnc(C(F)(F)F)n3n1)C2. The product is FC(F)(F)c1nnc2ccc(N3CC4CCC(C3)N4)nn12. Reaction SMILES: [CH3:39][OH:40].[Cl:36][CH2:37][Cl:38].[F:1][C:2]([F:3])([F:4])[C:5]([OH:6])=[O:7].[F:8][C:9]([c:10]1[n:11][n:12][c:13]2[n:14]1[n:15][c:16]([N:19]1[CH2:20][CH:21]3[CH2:22][CH2:23][CH:24]([CH2:25]1)[N:26]3[C:27]([O:28][C:29]([CH3:30])([CH3:31])[CH3:32])=[O:33])[cH:17][cH:18]2)([F:34])[F:35]>>[F:8][C:9]([c:10]1[n:11][n:12][c:13]2[n:14]1[n:15][c:16]([N:19]1[CH2:20][CH:21]3[CH2:22][CH2:23][CH:24]([CH2:25]1)[NH:26]3)[cH:17][cH:18]2)([F:34])[F:35].